From a dataset of the Open Reaction Database (ORD), a public repository of structured organic reaction records. describe an organic reaction: reactants, conditions, products, and yield Reactants: [Br-], C1CCOC1, C[Si](C)(C)[N-][Si](C)(C)C, CC12CCC3C(CC(=O)C4CC(C=O)CCC43C)C1CCC2=O, [Li+], [N-]=[N+]=NCCCC[P+](c1ccccc1)(c1ccccc1)c1ccccc1, [Na+], O=C([O-])O. Yields the product CC12CCC3C(CC(=O)C4CC(C=CCCCN=[N+]=[N-])CCC43C)C1CCC2=O. As a reaction SMILES: [Br-:1].[CH2:56]1[O:57][CH2:58][CH2:59][CH2:60]1.[CH3:61][Si:62]([N-:63][Si:64]([CH3:65])([CH3:66])[CH3:67])([CH3:68])[CH3:69].[CH:28](=[O:29])[CH:30]1[CH2:31][CH:32]2[C:33](=[O:50])[CH2:34][CH:35]3[CH:36]4[CH2:37][CH2:38][C:39](=[O:49])[C:40]4([CH3:41])[CH2:42][CH2:43][CH:44]3[C:45]2([CH3:48])[CH2:46][CH2:47]1.[Li+:70].[N:2](=[N+:3]=[N-:4])[CH2:5][CH2:6][CH2:7][CH2:8][P+:9]([c:10]1[cH:11][cH:12][cH:13][cH:14][cH:15]1)([c:16]1[cH:17][cH:18][cH:19][cH:20][cH:21]1)[c:22]1[cH:23][cH:24][cH:25][cH:26][cH:27]1.[Na+:55].[O-:51][C:52]([OH:53])=[O:54]>>[N:2](=[N+:3]=[N-:4])[CH2:5][CH2:6][CH2:7][CH:8]=[CH:28][CH:30]1[CH2:31][CH:32]2[C:33](=[O:50])[CH2:34][CH:35]3[CH:36]4[CH2:37][CH2:38][C:39](=[O:49])[C:40]4([CH3:41])[CH2:42][CH2:43][CH:44]3[C:45]2([CH3:48])[CH2:46][CH2:47]1. Starting materials: CCCCCC(C(C)=O)C(=O)O, CCCCCC(C(C)=O)C(=O)OC, CN1CCOCC1, CCN=C=NCCCN(C)C, ClCCl, Cl, COc1ccc(Cc2nnc(C(C)N)c(=O)[nH]2)cc1, On1nnc2ccccc21. Yields the product CCCCCC(C(C)=O)C(=O)NC(C)c1nnc(Cc2ccc(OC)cc2)[nH]c1=O. Reaction SMILES: [C:14]([CH:15]([CH2:16][CH2:17][CH2:18][CH2:19][CH3:20])[C:21]([OH:22])=[O:23])(=[O:24])[CH3:25].[C:1]([CH3:2])(=[O:3])[CH:4]([C:5]([O:7][CH3:6])=[O:8])[CH2:9][CH2:10][CH2:11][CH2:12][CH3:13].[CH3:36][N:37]1[CH2:38][CH2:39][O:40][CH2:41][CH2:42]1.[CH3:44][N:45]([CH3:46])[CH2:47][CH2:48][CH2:49][N:50]=[C:51]=[N:52][CH2:53][CH3:54].[Cl:74][CH2:75][Cl:76].[ClH:43].[NH2:55][CH:56]([CH3:57])[c:58]1[c:59](=[O:73])[nH:60][c:61]([CH2:64][c:65]2[cH:66][cH:67][c:68]([O:71][CH3:72])[cH:69][cH:70]2)[n:62][n:63]1.[OH:26][n:27]1[c:28]2[cH:29][cH:30][cH:31][cH:32][c:33]2[n:34][n:35]1>>[C:1]([CH3:2])(=[O:3])[CH:4]([C:5](=[O:7])[NH:55][CH:56]([CH3:57])[c:58]1[c:59](=[O:73])[nH:60][c:61]([CH2:64][c:65]2[cH:66][cH:67][c:68]([O:71][CH3:72])[cH:69][cH:70]2)[n:62][n:63]1)[CH2:9][CH2:10][CH2:11][CH2:12][CH3:13]. The reactants are BrC1=CC=C(OC2OCCCC2)C=C1 (2-(4-bromophenoxy)-tetrahydropyran), C(CCC)[Li] (n-butyl lithium), C(C1=CC=CC=C1)N1CCC(CC1)=O (1-benzyl-4-piperidone), [Cl-].[NH4+] (ammonium chloride). Solvent: C1CCOC1 (THF), C1CCOC1 (THF). Conditions: time 30 minute. The product is C(C1=CC=CC=C1)N1CCC(CC1)(O)C1=CC=C(C=C1)OC1OCCCC1 (1-benzyl-4-[4-(tetrahydropyran-2-yloxy)phenyl]piperidin-4-ol). The yield is 51.2%. RXN SMILES: Br[C:2]1[CH:14]=[CH:13][C:5]([O:6][CH:7]2[CH2:12][CH2:11][CH2:10][CH2:9][O:8]2)=[CH:4][CH:3]=1.C([Li])CCC.[CH2:20]([N:27]1[CH2:32][CH2:31][C:30](=[O:33])[CH2:29][CH2:28]1)[C:21]1[CH:26]=[CH:25][CH:24]=[CH:23][CH:22]=1.[Cl-].[NH4+]>C1COCC1>[CH2:20]([N:27]1[CH2:32][CH2:31][C:30]([C:2]2[CH:14]=[CH:13][C:5]([O:6][CH:7]3[CH2:12][CH2:11][CH2:10][CH2:9][O:8]3)=[CH:4][CH:3]=2)([OH:33])[CH2:29][CH2:28]1)[C:21]1[CH:22]=[CH:23][CH:24]=[CH:25][CH:26]=1 |f:3.4|. Procedure: A solution of 2-(4-bromophenoxy)-tetrahydropyran (7.2 g, 28 mmol) in THF (70 ml) was cooled to −60° C., to which n-butyl lithium (1.53 M) hexane solution (20 ml, 30.8 mmol) was added dropwise, and the mixture was stirred for 30 minutes. Then, a solution of 1-benzyl-4-piperidone (5.3 g, 28 mmol) in THF (20 ml) was added dropwise to this mixture, which was stirred for 3 hours while being allowed to reach a temperature of 0° C. Saturated ammonium chloride aqueous solution was added to the reaction ...